Dataset: the Open Reaction Database (ORD), a public repository of structured organic reaction records. Task: describe an organic reaction: reactants, conditions, products, and yield The reactants are BrCc1ccccc1, CC(C)=O, OC1CN2CCC1CC2. Yields the product [Br-], OC1C[N+]2(Cc3ccccc3)CCC1CC2. RXN SMILES: [Br:1][CH2:2][c:3]1[cH:4][cH:5][cH:6][cH:7][cH:8]1.[CH3:18][C:19](=[O:20])[CH3:21].[OH:9][CH:10]1[CH2:11][N:12]2[CH2:13][CH2:14][CH:15]1[CH2:16][CH2:17]2>>[Br-:1].[CH2:2]([c:3]1[cH:4][cH:5][cH:6][cH:7][cH:8]1)[N+:12]12[CH2:11][CH:10]([OH:9])[CH:15]([CH2:14][CH2:13]1)[CH2:16][CH2:17]2.